From a dataset of the Open Reaction Database (ORD), a public repository of structured organic reaction records. describe an organic reaction: reactants, conditions, products, and yield The reactants are C, C[SiH](C)OCC(C1CCC(COCc2ccccc2)CC1)C(C)(C)C, CCO, [Pd]. Yields the product C[SiH](C)OCC(C1CCC(CO)CC1)C(C)(C)C. Reaction SMILES: [C:29].[CH2:1]([c:2]1[cH:3][cH:4][cH:5][cH:6][cH:7]1)[O:8][CH2:9][CH:10]1[CH2:11][CH2:12][CH:13]([CH:16]([CH2:17][O:18][SiH:19]([CH3:20])[CH3:21])[C:22]([CH3:23])([CH3:24])[CH3:25])[CH2:14][CH2:15]1.[CH3:26][CH2:27][OH:28].[Pd:30]>>[OH:8][CH2:9][CH:10]1[CH2:11][CH2:12][CH:13]([CH:16]([CH2:17][O:18][SiH:19]([CH3:20])[CH3:21])[C:22]([CH3:23])([CH3:24])[CH3:25])[CH2:14][CH2:15]1. Reactants: CN(C)C=O, CCN(C(C)C)C(C)C, Cl, Cl, O=[N+]([O-])c1ccccc1F, c1ccc(N2CCNNCC2)cc1. The product is O=[N+]([O-])c1ccccc1N1CCN(c2ccccc2)CCN1. As a reaction SMILES: [CH3:35][N:36]([CH3:37])[CH:38]=[O:39].[CH:26]([N:27]([CH2:28][CH3:29])[CH:30]([CH3:31])[CH3:32])([CH3:33])[CH3:34].[ClH:1].[ClH:2].[F:16][c:17]1[c:18]([N+:23](=[O:24])[O-:25])[cH:19][cH:20][cH:21][cH:22]1.[c:3]1([N:9]2[CH2:10][CH2:11][NH:12][NH:13][CH2:14][CH2:15]2)[cH:4][cH:5][cH:6][cH:7][cH:8]1>>[c:3]1([N:9]2[CH2:10][CH2:11][NH:12][N:13]([c:17]3[c:18]([N+:23](=[O:24])[O-:25])[cH:19][cH:20][cH:21][cH:22]3)[CH2:14][CH2:15]2)[cH:4][cH:5][cH:6][cH:7][cH:8]1. Starting materials: P12(=S)SP3(=S)SP(=S)(S1)SP(=S)(S2)S3 (P2S5), ClC1=C(C(=NN1C)C(F)F)C(=O)NC1=C2CC(C(C2=CC=C1)(C)C)C(C)C (5-chloro-3-(difluoromethyl)-N-(2-isopropyl-1,1-dimethyl-2,3-dihydro-1H-inden-4-yl)-1-methyl-1H-pyrazole-4-carboxamide). The solvent is O1CCOCC1 (dioxane). The product is ClC1=C(C(=NN1C)C(F)F)C(NC1=C2CC(C(C2=CC=C1)(C)C)C(C)C)=S (5-chloro-3-(difluoromethyl)-N-(2-isopropyl-1,1-dimethyl-2,3-dihydro-1H-inden-4-yl)-1-methyl-1H-pyrazole-4-carbothioamide). Isolated yield 89.0%. Reaction SMILES: P12(SP3(SP(SP(S3)(S1)=S)(=S)S2)=S)=[S:2].[Cl:15][C:16]1[N:20]([CH3:21])[N:19]=[C:18]([CH:22]([F:24])[F:23])[C:17]=1[C:25]([NH:27][C:28]1[CH:36]=[CH:35][CH:34]=[C:33]2[C:29]=1[CH2:30][CH:31]([CH:39]([CH3:41])[CH3:40])[C:32]2([CH3:38])[CH3:37])=O>O1CCOCC1>[Cl:15][C:16]1[N:20]([CH3:21])[N:19]=[C:18]([CH:22]([F:24])[F:23])[C:17]=1[C:25](=[S:2])[NH:27][C:28]1[CH:36]=[CH:35][CH:34]=[C:33]2[C:29]=1[CH2:30][CH:31]([CH:39]([CH3:41])[CH3:40])[C:32]2([CH3:38])[CH3:37]. Reported procedure: In a microwave sealable tube, P2S5 (29 mg, 0.132 mmol, 0.5 eq) is added to a solution of 5-chloro-3-(difluoromethyl)-N-(2-isopropyl-1,1-dimethyl-2,3-dihydro-1H-inden-4-yl)-1-methyl-1H-pyrazole-4-carboxamide (104 mg, 0.264 mmol, 1 eq) in 2 ml of dioxane. The tube is sealed and the reaction is microwaved 20 min at 130° C. The resulting solution is filtered through alumina and washed with dioxane. The solvent is evaporated and the residue purified by chromatography on silica gel to give pure materi... Yields the product O=c1c2ccccc2nc(-c2ccccc2)n1CCO. Reaction SMILES: [Br:20][CH2:21][CH2:22][OH:23].[CH3:24][N:25]([CH3:26])[CH:27]=[O:28].[H-:18].[Na+:19].[c:1]1(-[c:7]2[n:8][c:9]3[cH:10][cH:11][cH:12][cH:13][c:14]3[c:15](=[O:17])[nH:16]2)[cH:2][cH:3][cH:4][cH:5][cH:6]1>>[c:1]1(-[c:7]2[n:8][c:9]3[cH:10][cH:11][cH:12][cH:13][c:14]3[c:15](=[O:17])[n:16]2[CH2:21][CH2:22][OH:23])[cH:2][cH:3][cH:4][cH:5][cH:6]1. Starting materials: OCCBr, CN(C)C=O, [H-], [Na+], O=c1[nH]c(-c2ccccc2)nc2ccccc12. Reactants: CC(=O)O, CCO, Cl, [Fe], Cc1ccc(C(=O)O)c([N+](=O)[O-])c1I. Product: Cc1ccc(C(=O)O)c(N)c1I. As a reaction SMILES: [CH3:15][C:16](=[O:17])[OH:18].[CH3:20][CH2:21][OH:22].[ClH:19].[Fe:23].[I:1][c:2]1[c:3]([N+:12]([O-:13])=[O:14])[c:4]([C:5](=[O:6])[OH:7])[cH:8][cH:9][c:10]1[CH3:11]>>[I:1][c:2]1[c:3]([NH2:12])[c:4]([C:5](=[O:6])[OH:7])[cH:8][cH:9][c:10]1[CH3:11]. The reactants are FC1=C(C=C(C=C1)C=1C=C(C=O)C=CC1OC)S(=O)(=O)C (3-(4-fluoro-3-(methylsulfonyl)phenyl)-4-methoxybenzaldehyde), B(Br)(Br)Br (BBr3), CO (methanol). The solvent is C(Cl)Cl (DCM). Reaction conditions: time 3 hour. Yields the product FC1=C(C=C(C=C1)C=1C=C(C=O)C=CC1O)S(=O)(=O)C (3-(4-fluoro-3-(methylsulfonyl)phenyl)-4-hydroxybenzaldehyde). Isolated yield 88.9%. Reaction SMILES: [F:1][C:2]1[CH:7]=[CH:6][C:5]([C:8]2[CH:9]=[C:10]([CH:13]=[CH:14][C:15]=2[O:16]C)[CH:11]=[O:12])=[CH:4][C:3]=1[S:18]([CH3:21])(=[O:20])=[O:19].B(Br)(Br)Br.CO>C(Cl)Cl>[F:1][C:2]1[CH:7]=[CH:6][C:5]([C:8]2[CH:9]=[C:10]([CH:13]=[CH:14][C:15]=2[OH:16])[CH:11]=[O:12])=[CH:4][C:3]=1[S:18]([CH3:21])(=[O:19])=[O:20]. Procedure: To a cooled solution (0° C.) of 3-(4-fluoro-3-(methylsulfonyl)phenyl)-4-methoxybenzaldehyde (27) (400 mg, 1.3 mmol, 1 eq.) in DCM (20 mL) was added BBr3 (0.4 mL). The reaction mixture was stirred room temperature for 3 h. After cooling to 0° C., methanol was added and the mixture was concentrated under vacuum. The residue was diluted with DCM and washed with water. The DCM was dried (Na2SO4) and concentrated in vacuo. The residue was purified by column chromatography (eluent: PE:EA=1:1) to give ... The reactants are ClC1=NC=C(C(=O)OC)C=C1O (methyl 6-chloro-5-hydroxynicotinate), O1CCCC=C1 (3,4-dihydro-2H-pyran), C1(=CC=C(C=C1)S(=O)(=O)[O-])C.[NH+]1=CC=CC=C1 (pyridinium p-toluenesulfonate), O (water). Run in C1(=CC=CC=C1)C (toluene). Conditions: temperature 60 celsius, time 1.5 hour. The product is ClC1=NC=C(C(=O)OC)C=C1OC1OCCCC1 (methyl 6-chloro-5-((tetrahydro-2H-pyran-2-yl)oxy)nicotinate). Reaction SMILES: [Cl:1][C:2]1[C:11]([OH:12])=[CH:10][C:5]([C:6]([O:8][CH3:9])=[O:7])=[CH:4][N:3]=1.[O:13]1[CH:18]=[CH:17][CH2:16][CH2:15][CH2:14]1.C1(C)C=CC(S([O-])(=O)=O)=CC=1.[NH+]1C=CC=CC=1.O>C1(C)C=CC=CC=1>[Cl:1][C:2]1[C:11]([O:12][CH:14]2[CH2:15][CH2:16][CH2:17][CH2:18][O:13]2)=[CH:10][C:5]([C:6]([O:8][CH3:9])=[O:7])=[CH:4][N:3]=1 |f:2.3|. Procedure: Under a nitrogen atmosphere, to a solution of methyl 6-chloro-5-hydroxynicotinate (703 mg) in toluene (15 mL) were added 3,4-dihydro-2H-pyran (685 μL) and pyridinium p-toluenesulfonate (94 mg), and the mixture was stirred at room temperature for 2 hr and further at 60° C. for 1.5 hr. The reaction mixture was poured into water at room temperature, and the mixture was extracted with ethyl acetate. The extract was washed with saturated brine, and dried over anhydrous sodium sulfate. The solvent was... Starting materials: OCc1cc(O)ccc1Br, O=Cc1ccc(Cl)nc1, [K+], [K+], O=C([O-])[O-], CN(C)C=O. Product: O=Cc1ccc(Oc2ccc(Br)c(CO)c2)nc1. As a reaction SMILES: [Br:10][c:11]1[c:12]([CH2:18][OH:19])[cH:13][c:14]([OH:17])[cH:15][cH:16]1.[Cl:1][c:2]1[n:3][cH:4][c:5]([CH:6]=[O:7])[cH:8][cH:9]1.[K+:20].[K+:21].[O-:22][C:23]([O-:24])=[O:25].[O:26]=[CH:27][N:28]([CH3:29])[CH3:30]>>[c:2]1([O:17][c:14]2[cH:13][c:12]([CH2:18][OH:19])[c:11]([Br:10])[cH:16][cH:15]2)[n:3][cH:4][c:5]([CH:6]=[O:7])[cH:8][cH:9]1. Procedure: 1-(4-Ethylphenyl)-2-nitroprop-1-ene (prepared in the manner described in Preparation 7), (13.6 g) in tetrahydrofuran was added to aluminium amalgam (prepared from aluminium foil (10.7 g) and mercuric chloride (7.3 g) in tetrahydrofuran and the reaction temperature kept to 35°. The reaction mixture was left for 1h at room temperature, filtered, the solvent dried (MgSO4) and evaporated to give 4-ethylphenylacetone oxime (10.2 g) as a brown oil. This was dissolved in methanol and heated under reflu... As a reaction SMILES: [CH2:1]([C:3]1[CH:8]=[CH:7][C:6]([CH:9]=[C:10]([N+:12]([O-])=[O:13])[CH3:11])=[CH:5][CH:4]=1)[CH3:2].[Al]>O1CCCC1>[CH2:1]([C:3]1[CH:8]=[CH:7][C:6]([CH2:9][C:10](=[N:12][OH:13])[CH3:11])=[CH:5][CH:4]=1)[CH3:2]. Reactants: [Al] (aluminium), mercuric chloride, C(C)C1=CC=C(C=C1)C=C(C)[N+](=O)[O-] (1-(4-Ethylphenyl)-2-nitroprop-1-ene), 1h, aluminium amalgam. Yields the product C(C)C1=CC=C(C=C1)CC(C)=NO (4-ethylphenylacetone oxime). The solvent is O1CCCC1 (tetrahydrofuran), O1CCCC1 (tetrahydrofuran). Reactants: N1=C(C=CC=C1)NC1=C(C=CC=C1)N (N-(2-pyridyl)-o-phenylenediamine), CC=1C=C(/C=C/C(=S)Cl)C=CC1 ((E)-3-methylthiocinnamoyl chloride), N1=C(C=CC=C1)N1C(=NC2=C1C=CC=C2)\C=C\C2=CC=CC=C2 ((E)-1-(2-pyridyl)-2-styryl-1H-benzimidazole). Yields the product N1=C(C=CC=C1)N1C(=NC2=C1C=CC=C2)\C=C\C2=CC=C(C=C2)SC ((E)-1-(2-Pyridyl)-2-(4-methylthiostyryl)-1H-benzimidazole). As a reaction SMILES: N1C=CC=CC=1NC1C=CC=CC=1N.CC1C=C(C=CC=1)/C=C/[C:21](Cl)=[S:22].[N:27]1[CH:32]=[CH:31][CH:30]=[CH:29][C:28]=1[N:33]1[C:37]2[CH:38]=[CH:39][CH:40]=[CH:41][C:36]=2[N:35]=[C:34]1/[CH:42]=[CH:43]/[C:44]1[CH:49]=[CH:48][CH:47]=[CH:46][CH:45]=1>>[N:27]1[CH:32]=[CH:31][CH:30]=[CH:29][C:28]=1[N:33]1[C:37]2[CH:38]=[CH:39][CH:40]=[CH:41][C:36]=2[N:35]=[C:34]1/[CH:42]=[CH:43]/[C:44]1[CH:45]=[CH:46][C:47]([S:22][CH3:21])=[CH:48][CH:49]=1. Procedure details: The titled compound was prepared from N-(2-pyridyl)-o-phenylenediamine and (E)-3-methylthiocinnamoyl chloride (Miller, R. D.; Reiser, O. J. Heterocycl. Chem. 1993, 30, 755) according to the preparation of (E)-1-(2-pyridyl)-2-styryl-1H-benzimidazole (Example 1, method A). MW: 343.46; mp: 139.6-140.6° C.; 1H-NMR (CDCl3) δ: 8.78 (1H, dd, J=5.1, 2.2 Hz), 8.00 (1H, ddd, J=7.7, 7.7, 2.2 Hz), 7.96 (1H, d, J=16.1 Hz), 7.83 (1H, d, J=7.3 Hz), 7.54-7.39 (5H, m), 7.38-7.18 (4H, m), 7.10 (1H, d, J=16.1 Hz),...